From a dataset of the Open Reaction Database (ORD), a public repository of structured organic reaction records. describe an organic reaction: reactants, conditions, products, and yield Reactants: NC1=NC=C(C(=N1)OC)C(=O)O (2-amino-4-methoxy-5-pyrimidinecarboxylic acid), C(=O)(N1C=NC=C1)N1C=NC=C1 (1,1'-carbonyldiimidazole), NC1CN2CCC1CC2 (3-aminoquinuclidine). Product: NC1=NC=C(C(=N1)OC)C(=O)NC1CN2CCC1CC2 (2-Amino-N-(1-azabicyclo[2.2.2]oct-3-yl)-4-methoxy-5-pyrimidinecarboxamide). As a reaction SMILES: [NH2:1][C:2]1[N:7]=[C:6]([O:8][CH3:9])[C:5]([C:10]([OH:12])=O)=[CH:4][N:3]=1.C(N1C=CN=C1)(N1C=CN=C1)=O.[NH2:25][CH:26]1[CH:31]2[CH2:32][CH2:33][N:28]([CH2:29][CH2:30]2)[CH2:27]1>>[NH2:1][C:2]1[N:7]=[C:6]([O:8][CH3:9])[C:5]([C:10]([NH:25][CH:26]2[CH:31]3[CH2:32][CH2:33][N:28]([CH2:29][CH2:30]3)[CH2:27]2)=[O:12])=[CH:4][N:3]=1. Procedure: Following the procedure of Example 22, 2-amino-4-methoxy-5-pyrimidinecarboxylic acid, 1,1'-carbonyldiimidazole and 3-aminoquinuclidine are reacted to give the title compound.